This data is from the Open Reaction Database (ORD), a public repository of structured organic reaction records. The task is: describe an organic reaction: reactants, conditions, products, and yield Starting materials: [K] (potassium), ClC=1C(=C(C(=O)O)C(=C(C1Cl)Cl)Cl)C#N (3,4,5,6-tetrachloro-2-cyanobenzoic acid), C(C)C(=O)C (methyl ethyl ketone), CI (methyl iodide). Run in O (water). Yields the product ClC=1C(=C(C(=O)OC)C(=C(C1Cl)Cl)Cl)C#N (methyl 3,4,5,6-tetrachloro-2-cyanobenzoate). RXN SMILES: [K].[Cl:2][C:3]1[C:4]([C:15]#[N:16])=[C:5]([C:9]([Cl:14])=[C:10]([Cl:13])[C:11]=1[Cl:12])[C:6]([OH:8])=[O:7].[CH2:17](C(C)=O)C.CI>O>[Cl:2][C:3]1[C:4]([C:15]#[N:16])=[C:5]([C:9]([Cl:14])=[C:10]([Cl:13])[C:11]=1[Cl:12])[C:6]([O:8][CH3:17])=[O:7] |^1:0|. Reported procedure: 12.9 g of the potassium salt of 3,4,5,6-tetrachloro-2-cyanobenzoic acid are heated for 20 hours under reflux in a mixture of 30 ml of water, 60 ml of methyl ethyl ketone and 11.4 g of methyl iodide. The aqueous phase is separated and the organic phase is concentrated by evaporation. Recrystallisation of the crude product (which contains only a small amount of impurities according to analysis by thin-layer chromatography) from ethanol affords 7.5 g of pure methyl 3,4,5,6-tetrachloro-2-cyanobenzoa... Starting materials: Br[Mg]c1ccccc1, COc1cc2nc(N3CCN(C#N)CC3)nc(N)c2cc1OC, Cl, [Na+], C1CCOC1, [OH-]. Yields the product COc1cc2nc(N3CCN(C(=O)c4ccccc4)CC3)nc(N)c2cc1OC. Reaction SMILES: [Br:1][Mg:2][c:3]1[cH:4][cH:5][cH:6][cH:7][cH:8]1.[C:9](#[N:10])[N:11]1[CH2:12][CH2:13][N:14]([c:17]2[n:18][c:19]3[cH:20][c:21]([O:30][CH3:31])[c:22]([O:28][CH3:29])[cH:23][c:24]3[c:25]([NH2:27])[n:26]2)[CH2:15][CH2:16]1.[ClH:32].[Na+:34].[O:35]1[CH2:36][CH2:37][CH2:38][CH2:39]1.[OH-:33]>>[c:3]1([C:9]([N:11]2[CH2:12][CH2:13][N:14]([c:17]3[n:18][c:19]4[cH:20][c:21]([O:30][CH3:31])[c:22]([O:28][CH3:29])[cH:23][c:24]4[c:25]([NH2:27])[n:26]3)[CH2:15][CH2:16]2)=[O:33])[cH:4][cH:5][cH:6][cH:7][cH:8]1. The reactants are COc1ccc(-c2cnc(Nc3cnc(C#N)cn3)cc2NCC2CN(C(=O)OC(C)(C)C)CCO2)cc1, ClCCl, O=C(O)C(F)(F)F. Yields the product COc1ccc(-c2cnc(Nc3cnc(C#N)cn3)cc2NCC2CNCCO2)cc1. As a reaction SMILES: [C:8](#[N:9])[c:10]1[n:11][cH:12][c:13]([NH:16][c:17]2[n:18][cH:19][c:20](-[c:38]3[cH:39][cH:40][c:41]([O:44][CH3:45])[cH:42][cH:43]3)[c:21]([NH:23][CH2:24][CH:25]3[O:26][CH2:27][CH2:28][N:29]([C:31]([O:32][C:33]([CH3:34])([CH3:35])[CH3:36])=[O:37])[CH2:30]3)[cH:22]2)[n:14][cH:15]1.[Cl:46][CH2:47][Cl:48].[F:1][C:2]([F:3])([F:4])[C:5]([OH:6])=[O:7]>>[C:8](#[N:9])[c:10]1[n:11][cH:12][c:13]([NH:16][c:17]2[n:18][cH:19][c:20](-[c:38]3[cH:39][cH:40][c:41]([O:44][CH3:45])[cH:42][cH:43]3)[c:21]([NH:23][CH2:24][CH:25]3[O:26][CH2:27][CH2:28][NH:29][CH2:30]3)[cH:22]2)[n:14][cH:15]1.